The task is: describe an organic reaction: reactants, conditions, products, and yield. This data is from the Open Reaction Database (ORD), a public repository of structured organic reaction records. Starting materials: C(C)N1C(C(NC2=CC=CC=C12)=O)=O (1-ethyl-1,4-dihydroquinoxaline-2,3-dione), P(=O)(Br)(Br)Br (POBr3), C([O-])([O-])=O.[Na+].[Na+] (sodium carbonate). Run in ClC(C)Cl (dichloroethane). Run at time 2 hour. The product is BrC=1C(N(C2=CC=CC=C2N1)CC)=O (3-bromo-1-ethyl-quinoxalin-2(1H)-one). Yield: 52.6%. RXN SMILES: [CH2:1]([N:3]1[C:12]2[C:7](=[CH:8][CH:9]=[CH:10][CH:11]=2)[NH:6][C:5](=O)[C:4]1=[O:14])[CH3:2].P(Br)(Br)([Br:17])=O.C(=O)([O-])[O-].[Na+].[Na+]>ClC(Cl)C>[Br:17][C:5]1[C:4](=[O:14])[N:3]([CH2:1][CH3:2])[C:12]2[C:7]([N:6]=1)=[CH:8][CH:9]=[CH:10][CH:11]=2 |f:2.3.4|. Procedure details: To 2 g (10.5 mM) of 1-ethyl-1,4-dihydroquinoxaline-2,3-dione in 20 ml of dichloroethane were added dropwise 3.16 g (11.0 mM) of POBr3. The reaction mixture was refluxed under stirring for 2 h and then treated with ice cold and an aqueous sodium carbonate solution. The mixture was filtered and the filtrate was extracted with dichloromethane, dried over anhydrous sodium sulfate and concentrated to give 1.4 g of 3-bromo-1-ethyl-quinoxalin-2(1H)-one as a yellow solid. Yield: 53%. Starting materials: E1, ClC=1C=C2N(C(N1)=O)CC(N2C)(C)C (7-chloro-1,2,2-trimethyl-2,3-dihydroimidazo[1,2-c]pyrimidin-5(1H)-one), FC=1C=C(C=C(C1F)F)CO ((3,4,5-trifluorophenyl)methanol). Product: CN1C(CN2C(N=C(C=C21)OCC2=CC(=C(C(=C2)F)F)F)=O)(C)C (1,2,2-trimethyl-7-((3,4,5-trifluorobenzyl)oxy)-2,3-dihydroimidazo[1,2-c]pyrimidin-5(1H)-one). RXN SMILES: Cl[C:2]1[CH:3]=[C:4]2[N:11]([CH3:12])[C:10]([CH3:14])([CH3:13])[CH2:9][N:5]2[C:6](=[O:8])[N:7]=1.[F:15][C:16]1[CH:17]=[C:18]([CH2:24][OH:25])[CH:19]=[C:20]([F:23])[C:21]=1[F:22]>>[CH3:12][N:11]1[C:4]2[N:5]([C:6](=[O:8])[N:7]=[C:2]([O:25][CH2:24][C:18]3[CH:19]=[C:20]([F:23])[C:21]([F:22])=[C:16]([F:15])[CH:17]=3)[CH:3]=2)[CH2:9][C:10]1([CH3:14])[CH3:13]. Reported procedure: The title compound was prepared by a procedure similar to that described for E1 starting from 7-chloro-1,2,2-trimethyl-2,3-dihydroimidazo[1,2-c]pyrimidin-5(1H)-one and (3,4,5-trifluorophenyl)methanol. The reactants are C(CC(=O)C)(=O)OC(C)(C)C (tert-Butyl acetoacetate), CCC(C)(C)[O-].[Na+] (sodium tert-pentoxide), [Cl-].[Na+] (sodium chloride), S(O)(O)(=O)=O (sulphuric acid), C([O-])(O)=O.[Na+] (Sodium bicarbonate), FC1=C(C(=C(C=C1)[N+](=O)[O-])F)F (1,2,3-trifluoro-4-nitrobenzene). Solvent: C1(=CC=CC=C1)C (toluene), O (Water). Run at temperature 70 celsius. The product is FC1=C(C(=CC=C1F)[N+](=O)[O-])C(C(=O)OC(C)(C)C)C(C)=O (tert-butyl 2-(2,3-difluoro-6-nitrophenyl)-3-oxobutanoate). Reaction SMILES: [C:1]([O:7][C:8]([CH3:11])([CH3:10])[CH3:9])(=[O:6])[CH2:2][C:3]([CH3:5])=[O:4].CCC([O-])(C)C.[Na+].[F:19][C:20]1[CH:25]=[CH:24][C:23]([N+:26]([O-:28])=[O:27])=[C:22](F)[C:21]=1[F:30].S(=O)(=O)(O)O.C(=O)(O)[O-].[Na+].[Cl-].[Na+]>C1(C)C=CC=CC=1.O>[F:30][C:21]1[C:20]([F:19])=[CH:25][CH:24]=[C:23]([N+:26]([O-:28])=[O:27])[C:22]=1[CH:2]([C:3](=[O:4])[CH3:5])[C:1]([O:7][C:8]([CH3:11])([CH3:10])[CH3:9])=[O:6] |f:1.2,5.6,7.8|. Procedure details: tert-Butyl acetoacetate (3.852 g) was added to a stirred mixture of sodium tert-pentoxide (2.804 g) in toluene (26 ml) at 40° C. The mixture was heated to 70° C. and 1,2,3-trifluoro-4-nitrobenzene (2.00 g) added. The mixture was maintained at 70° C. for 3 hours. The mixture was cooled to 25° C. and 20% w/w sulphuric acid added to adjust the mixture to pH 1. Sodium bicarbonate was added to bring the mixture to pH 5. Water (5 ml) and saturated sodium chloride (5 ml) was added. The lower aqueous la...